Dataset: the Open Reaction Database (ORD), a public repository of structured organic reaction records. Task: describe an organic reaction: reactants, conditions, products, and yield Reactants: C(C)(C)(C)OC(COC1=C(C=C(C=C1)Cl)Br)=O (tert-butyl(2-bromo-4-chlorophenoxy)acetate), BrC1=CC(=C(C=C1)O)I (4-bromo-2-iodophenol), BrC1=CC(=C(C=C1)O)I (4-bromo-2-iodophenol). Product: BrC1=CC(=C(OCC(=O)OC(C)(C)C)C=C1)I (tert-Butyl (4-bromo-2-iodophenoxy)acetate). As a reaction SMILES: [C:1]([O:5][C:6](=[O:17])[CH2:7]OC1C=CC(Cl)=CC=1Br)([CH3:4])([CH3:3])[CH3:2].[Br:18][C:19]1[CH:24]=[CH:23][C:22]([OH:25])=[C:21]([I:26])[CH:20]=1>>[Br:18][C:19]1[CH:24]=[CH:23][C:22]([O:25][CH2:7][C:6]([O:5][C:1]([CH3:4])([CH3:3])[CH3:2])=[O:17])=[C:21]([I:26])[CH:20]=1. Reported procedure: Following the general method as outlined in Intermediate 1, starting from 4-bromo-2-iodophenol (Intermediate 189), the title compound was obtained as a brown oil after purification by flash column chromatography (silica), eluting with 2% methanol in chloroform. Starting materials: BrC=1C(=C(C=CC1)NC([C@H](C)NC(OC(C)(C)C)=O)=O)NC=1C=NC=C(C1)F ((S)-tert-butyl 1-(3-bromo-2-(5-fluoropyridin-3-ylamino)phenylamino)-1-oxopropan-2-ylcarbamate), CC(=O)O (AcOH). Conditions: time 5 day. The product is BrC1=CC=CC2=C1N(C(=N2)C(C)NC(C)=O)C=2C=NC=C(C2)F (N-(1-(7-bromo-1-(5-fluoropyridin-3-yl)-1H-benzo[d]imidazol-2-yl)ethyl)acetamide). Reaction SMILES: [Br:1][C:2]1[C:3]([NH:21][C:22]2[CH:23]=[N:24][CH:25]=[C:26]([F:28])[CH:27]=2)=[C:4]([NH:8][C:9](=O)[C@@H:10]([NH:12][C:13](=O)[O:14]C(C)(C)C)[CH3:11])[CH:5]=[CH:6][CH:7]=1.[CH3:29]C(O)=O>>[Br:1][C:2]1[C:3]2[N:21]([C:22]3[CH:23]=[N:24][CH:25]=[C:26]([F:28])[CH:27]=3)[C:9]([CH:10]([NH:12][C:13](=[O:14])[CH3:29])[CH3:11])=[N:8][C:4]=2[CH:5]=[CH:6][CH:7]=1. Reported procedure: A solution of (S)-tert-butyl 1-(3-bromo-2-(5-fluoropyridin-3-ylamino)phenylamino)-1-oxopropan-2-ylcarbamate (2.4253 g, 5.35 mmol) in AcOH (17.83 mL) was heated at 100° C. with stirring. After 5 days, the mixture was removed from the heat and poured into a biphase of DCM (100 mL) and satd. sodium bicarbonate solution (100 mL). The mixture was basified with 10N NaOH (10 mL). The organic layer was washed with water (100 mL×3) and brine (100 mL X1), dried over MgSO4, filtered, and concentrated in va... Reactants: CC(C)=O, Cl, OC1(c2ccc3c(c2)OCO3)CCC2(CC1)OCCO2, O. The product is O=C1CCC(O)(c2ccc3c(c2)OCO3)CC1. Reaction SMILES: [CH3:22][C:23](=[O:24])[CH3:25].[ClH:26].[O:1]1[CH2:2][O:3][c:4]2[c:5]1[cH:6][cH:7][c:8]([C:10]1([OH:20])[CH2:11][CH2:12][C:13]3([O:14][CH2:17][CH2:16][O:15]3)[CH2:18][CH2:19]1)[cH:9]2.[OH2:21]>>[O:1]1[CH2:2][O:3][c:4]2[c:5]1[cH:6][cH:7][c:8]([C:10]1([OH:20])[CH2:11][CH2:12][C:13](=[O:14])[CH2:18][CH2:19]1)[cH:9]2.